From a dataset of the Open Reaction Database (ORD), a public repository of structured organic reaction records. describe an organic reaction: reactants, conditions, products, and yield Reactants: COc1cnccc1N1CCNCC1, CC#N, O=[N+]([O-])c1ccc2[nH]cc(CCCI)c2c1, [K+], [K+], O=C([O-])[O-]. The product is COc1cnccc1N1CCN(CCCc2c[nH]c3ccc([N+](=O)[O-])cc23)CC1. RXN SMILES: [CH3:17][O:18][c:19]1[cH:20][n:21][cH:22][cH:23][c:24]1[N:25]1[CH2:26][CH2:27][NH:28][CH2:29][CH2:30]1.[CH3:37][C:38]#[N:39].[I:1][CH2:2][CH2:3][CH2:4][c:5]1[cH:6][nH:7][c:8]2[cH:9][cH:10][c:11]([N+:14](=[O:15])[O-:16])[cH:12][c:13]12.[K+:31].[K+:32].[O-:33][C:34]([O-:35])=[O:36]>>[CH2:2]([CH2:3][CH2:4][c:5]1[cH:6][nH:7][c:8]2[cH:9][cH:10][c:11]([N+:14](=[O:15])[O-:16])[cH:12][c:13]12)[N:28]1[CH2:27][CH2:26][N:25]([c:24]2[c:19]([O:18][CH3:17])[cH:20][n:21][cH:22][cH:23]2)[CH2:30][CH2:29]1. Reactants: ClC=1C=C(C(=O)OO)C=CC1 (m-Chloroperoxybenzoic acid), CSC1=CN(C2=CC(=CC=C12)C(=O)N1CCOCC1)C1=NC=C(C=N1)C=1C=NC=CC1 ((3-(Methylthio)-1-(5-(pyridin-3-yl)pyrimidin-2-yl)-1H-indol-6-yl)(morpholino)methanone). Solvent: ClCCl (dichloromethane). Run at time 4 hour. The product is CS(=O)C1=CN(C2=CC(=CC=C12)C(=O)N1CCOCC1)C1=NC=C(C=N1)C=1C=NC=CC1 ((3-(Methylsulfinyl)-1-(5-(pyridin-3-yl)pyrimidin-2-yl)-1H-indol-6-yl)(morpholino)methanone). Reaction SMILES: ClC1C=C(C=CC=1)C(OO)=[O:6].[CH3:12][S:13][C:14]1[C:22]2[C:17](=[CH:18][C:19]([C:23]([N:25]3[CH2:30][CH2:29][O:28][CH2:27][CH2:26]3)=[O:24])=[CH:20][CH:21]=2)[N:16]([C:31]2[N:36]=[CH:35][C:34]([C:37]3[CH:38]=[N:39][CH:40]=[CH:41][CH:42]=3)=[CH:33][N:32]=2)[CH:15]=1>ClCCl>[CH3:12][S:13]([C:14]1[C:22]2[C:17](=[CH:18][C:19]([C:23]([N:25]3[CH2:30][CH2:29][O:28][CH2:27][CH2:26]3)=[O:24])=[CH:20][CH:21]=2)[N:16]([C:31]2[N:32]=[CH:33][C:34]([C:37]3[CH:38]=[N:39][CH:40]=[CH:41][CH:42]=3)=[CH:35][N:36]=2)[CH:15]=1)=[O:6]. Procedure: m-Chloroperoxybenzoic acid (48 mg, 0.21 mmol) was added at 0° C. to a solution of 49a) (0.18 g, 0.25 mmol) in dichloromethane (20 mL) and the resulting mixture was stirred at room temperature for 4 h. The reaction was quenched with saturated sodium sulfite solution (20 mL) and stirred for further 5 min. The organic layer was separated, washed with saturated sodium hydrogen carbonate solution (2×20 mL) and brine (1×20 mL), dried over sodium sulphate and concentrated. The residue was purified by f... Starting materials: O=C([O-])[O-], CN(C)C=O, CCOC(C)=O, O=C(CCCCl)Nc1cc(Oc2ccc(NC(=O)Nc3ccc(F)cc3)cc2)ccn1, [K+], [K+], O. The product is O=C(Nc1ccc(F)cc1)Nc1ccc(Oc2ccnc(N3CCCC3=O)c2)cc1. RXN SMILES: [C:32](=[O:33])([O-:34])[O-:35].[CH3:38][N:39]([CH3:40])[CH:41]=[O:42].[CH3:44][CH2:45][O:46][C:47](=[O:48])[CH3:49].[F:1][c:2]1[cH:3][cH:4][c:5]([NH:8][C:9](=[O:10])[NH:11][c:12]2[cH:13][cH:14][c:15]([O:18][c:19]3[cH:20][c:21]([NH:25][C:26]([CH2:27][CH2:28][CH2:29][Cl:30])=[O:31])[n:22][cH:23][cH:24]3)[cH:16][cH:17]2)[cH:6][cH:7]1.[K+:36].[K+:37].[OH2:43]>>[F:1][c:2]1[cH:3][cH:4][c:5]([NH:8][C:9](=[O:10])[NH:11][c:12]2[cH:13][cH:14][c:15]([O:18][c:19]3[cH:20][c:21]([N:25]4[C:26](=[O:31])[CH2:27][CH2:28][CH2:29]4)[n:22][cH:23][cH:24]3)[cH:16][cH:17]2)[cH:6][cH:7]1. Reactants: ClC1=C2C(=C(N=N1)Cl)C=NC(=C2CC)C2=CC=CC=C2 (1,4-dichloro-8-ethyl-7-phenylpyrido[3,4-d]-pyridazine), N1CCCCC1 (piperidine). The product is C(C)C1=C(N=CC2=C(N=NC(=C21)N2CCCCC2)N2CCCCC2)C2=CC=CC=C2 (8-ethyl-7-phenyl-1,4-dipiperidinopyrido-[3,4-d]pyridazine). RXN SMILES: Cl[C:2]1[N:7]=[N:6][C:5](Cl)=[C:4]2[CH:9]=[N:10][C:11]([C:15]3[CH:20]=[CH:19][CH:18]=[CH:17][CH:16]=3)=[C:12]([CH2:13][CH3:14])[C:3]=12.[NH:21]1[CH2:26][CH2:25][CH2:24][CH2:23][CH2:22]1>>[CH2:13]([C:12]1[C:3]2[C:4](=[C:5]([N:10]3[CH2:11][CH2:12][CH2:3][CH2:4][CH2:9]3)[N:6]=[N:7][C:2]=2[N:21]2[CH2:26][CH2:25][CH2:24][CH2:23][CH2:22]2)[CH:9]=[N:10][C:11]=1[C:15]1[CH:20]=[CH:19][CH:18]=[CH:17][CH:16]=1)[CH3:14]. Procedure details: 3.0 g. of 1,4-dichloro-8-ethyl-7-phenylpyrido[3,4-d]-pyridazine was heated together with 15 g. of piperidine at 120° C for 1.5 hours, after which time the excess piperidine was distilled off. To the residue was added 60 ml. of water and the resultant crystals were recovered by filtration and were chromatographed on a column packed with silica gel, followed by elution with a mixed solvent of acetone-benzene (1:8). The combined eluate is concentrated and the residue was dissolved in 100 ml. of eth... Starting materials: FC1(C2=CC(=CC=C2C=2C=CC(=CC12)C=1C=CC2=C(NC(=N2)C2N(C3CCC2C3)C(=O)C(C(C)C)NC(O)=O)C1)C=1NC(=NC1)C1N(CC3(CC3)C1)C(C(C(C)C)NC(=O)OC)=O)F ((1-{3-[6-(9,9-difluoro-7-{2-[5-(2-methoxycarbonylamino-3-methyl-butyryl)-5-aza-spiro[2.4]hept-6-yl]-3H-imidazol-4-yl}-9H-fluoren-2-yl)-1H-benzoimidazol-2-yl]-2-aza-bicyclo[2.2.1]heptane-2-carbonyl}-2-methyl-propyl)-carbamic acid), CC(=O)C (Acetone). As a reaction SMILES: [F:1][C:2]1([F:64])[C:14]2[CH:13]=[C:12]([C:15]3[CH:16]=[CH:17][C:18]4[N:22]=[C:21]([CH:23]5[CH:28]6[CH2:29][CH:25]([CH2:26][CH2:27]6)[N:24]5[C:30]([CH:32]([NH:36][C:37](=[O:39])[OH:38])[CH:33]([CH3:35])[CH3:34])=[O:31])[NH:20][C:19]=4[CH:40]=3)[CH:11]=[CH:10][C:9]=2[C:8]2[C:3]1=[CH:4][C:5]([C:41]1[NH:42][C:43]([CH:46]3[CH2:52][C:49]4([CH2:51][CH2:50]4)[CH2:48][N:47]3[C:53](=[O:63])[CH:54]([NH:58][C:59]([O:61][CH3:62])=[O:60])[CH:55]([CH3:57])[CH3:56])=[N:44][CH:45]=1)=[CH:6][CH:7]=2.[CH3:65][C:66]([CH3:68])=[O:67]>>[CH3:65][C:66]([CH3:68])=[O:67].[CH3:65][C:66]([CH3:68])=[O:67].[F:64][C:2]1([F:1])[C:14]2[CH:13]=[C:12]([C:15]3[CH:16]=[CH:17][C:18]4[N:22]=[C:21]([CH:23]5[CH:28]6[CH2:29][CH:25]([CH2:26][CH2:27]6)[N:24]5[C:30]([CH:32]([NH:36][C:37](=[O:38])[OH:39])[CH:33]([CH3:35])[CH3:34])=[O:31])[NH:20][C:19]=4[CH:40]=3)[CH:11]=[CH:10][C:9]=2[C:8]2[C:3]1=[CH:4][C:5]([C:41]1[NH:42][C:43]([CH:46]3[CH2:52][C:49]4([CH2:50][CH2:51]4)[CH2:48][N:47]3[C:53](=[O:63])[CH:54]([NH:58][C:59]([O:61][CH3:62])=[O:60])[CH:55]([CH3:56])[CH3:57])=[N:44][CH:45]=1)=[CH:6][CH:7]=2 |f:2.3.4|. Reaction conditions: temperature 22 celsius. Procedure: Approximately 15-60 mg of amorphous (1-{3-[6-(9,9-difluoro-7-{2-[5-(2-methoxycarbonylamino-3-methyl-butyryl)-5-aza-spiro[2.4]hept-6-yl]-3H-imidazol-4-yl}-9H-fluoren-2-yl)-1H-benzoimidazol-2-yl]-2-aza-bicyclo[2.2.1]heptane-2-carbonyl}-2-methyl-propyl)-carbamic acid (HPLC purity of 99.3%) were weighed and transferred to a vial equipped with a mini magnetic stir bar. Acetone was added in increments of 200 μL that resulted in the formation of a slurry. The slurry was allowed to stir for two weeks at... Yields the product CC(=O)C.CC(=O)C.FC1(C2=CC(=CC=C2C=2C=CC(=CC12)C=1C=CC2=C(NC(=N2)C2N(C3CCC2C3)C(=O)C(C(C)C)NC(O)=O)C1)C=1NC(=NC1)C1N(CC3(CC3)C1)C(C(C(C)C)NC(=O)OC)=O)F ((1-{3-[6-(9,9-difluoro-7-{2-[5-(2-methoxycarbonylamino-3-methyl-butyryl)-5-aza-spiro[2.4]hept-6-yl]-3H-imidazol-4-yl}-9H-fluoren-2-yl)-1H-benzoimidazol-2-yl]-2-aza-bicyclo[2.2.1]heptane-2-carbonyl}-2-methyl-propyl)-carbamic acid diacetone). Starting materials: C[Si](C)(C)[N-][Si](C)(C)C, CCCCCCC, Cc1ccccc1, CS(=O)(=O)NC(=O)c1cc(Cl)c(Oc2cnc(F)c(Cl)c2)cc1F, CC(C)(C)OC(=O)C1CC(F)(F)C1, [Na+]. The product is CC(C)(C)Oc1ncc(Oc2cc(F)c(C(=O)NS(C)(=O)=O)cc2Cl)cc1Cl. As a reaction SMILES: [CH3:14][Si:15]([CH3:16])([CH3:17])[N-:18][Si:19]([CH3:20])([CH3:21])[CH3:22].[CH3:48][CH2:49][CH2:50][CH2:51][CH2:52][CH2:53][CH3:54].[CH3:55][c:56]1[cH:57][cH:58][cH:59][cH:60][cH:61]1.[Cl:24][c:25]1[c:26]([O:39][c:40]2[cH:41][n:42][c:43]([F:47])[c:44]([Cl:46])[cH:45]2)[cH:27][c:28]([F:38])[c:29]([C:30](=[O:31])[NH:32][S:33](=[O:34])(=[O:35])[CH3:36])[cH:37]1.[F:1][C:2]1([F:3])[CH2:4][CH:5]([C:6](=[O:7])[O:8][C:9]([CH3:10])([CH3:11])[CH3:12])[CH2:13]1.[Na+:23]>>[O:8]([C:9]([CH3:10])([CH3:11])[CH3:12])[c:43]1[n:42][cH:41][c:40]([O:39][c:26]2[c:25]([Cl:24])[cH:37][c:29]([C:30](=[O:31])[NH:32][S:33](=[O:34])(=[O:35])[CH3:36])[c:28]([F:38])[cH:27]2)[cH:45][c:44]1[Cl:46]. Reactants: C(C1=CC=CC=C1)OC1=CC=C(C(=O)OC(C(F)(F)F)CCCCCC)C=C1 (1,1,1-trifluoro-2-octyl 4-benzyloxybenzoate), [H][H] (hydrogen). Reagents/catalysts: [Pd] (palladium-on-carbon). Run in C(C)O (ethanol). Product: OC1=CC=C(C(=O)OC(C(F)(F)F)CCCCCC)C=C1 (1,1,1-trifluoro-2-octyl 4-hydroxybenzoate). Reaction SMILES: C([O:8][C:9]1[CH:28]=[CH:27][C:12]([C:13]([O:15][CH:16]([CH2:21][CH2:22][CH2:23][CH2:24][CH2:25][CH3:26])[C:17]([F:20])([F:19])[F:18])=[O:14])=[CH:11][CH:10]=1)C1C=CC=CC=1.[H][H]>[Pd].C(O)C>[OH:8][C:9]1[CH:10]=[CH:11][C:12]([C:13]([O:15][CH:16]([CH2:21][CH2:22][CH2:23][CH2:24][CH2:25][CH3:26])[C:17]([F:18])([F:19])[F:20])=[O:14])=[CH:27][CH:28]=1. Procedure: The resulting ester compound and 0.07 g of 10% palladium-on-carbon were added to ethanol to conduct debenzylation in a hydrogen atmosphere to obtain 0.48 g of 1,1,1-trifluoro-2-octyl 4-hydroxybenzoate. The reactants are ClC1=C(C=CC=C1)C1CC(C=2C(=CC(=NC2C1)C)C)=O (7-(2-chlorophenyl)-2,4-dimethyl-5,6,7,8-tetrahydroquinolin-5-one), C(=N)(N)NN.Cl (aminoguanidine hydrochloride), Cl (hydrochloric acid), O (water). Run in C(C)O (ethanol). The product is Cl.ClC1=C(C=CC=C1)C1CC(C=2C(=CC(=NC2C1)C)C)=NNC(=N)N (7-(2-chlorophenyl)-5-guanidinoimino-2,4-dimethyl-5,6,7,8-tetrahydroquinoline hydrochloride). The yield is 83.1%. As a reaction SMILES: [Cl:1][C:2]1[CH:7]=[CH:6][CH:5]=[CH:4][C:3]=1[CH:8]1[CH2:17][C:16]2[N:15]=[C:14]([CH3:18])[CH:13]=[C:12]([CH3:19])[C:11]=2[C:10](=O)[CH2:9]1.[C:21]([NH:24][NH2:25])([NH2:23])=[NH:22].Cl.Cl.O>C(O)C>[ClH:1].[Cl:1][C:2]1[CH:7]=[CH:6][CH:5]=[CH:4][C:3]=1[CH:8]1[CH2:17][C:16]2[N:15]=[C:14]([CH3:18])[CH:13]=[C:12]([CH3:19])[C:11]=2[C:10](=[N:25][NH:24][C:21]([NH2:23])=[NH:22])[CH2:9]1 |f:1.2,6.7|. Procedure details: A mixture of 7-(2-chlorophenyl)-2,4-dimethyl-5,6,7,8-tetrahydroquinolin-5-one (0.20 g), aminoguanidine hydrochloride (0.081 g), concentrated hydrochloric acid (0.1 ml), water (0.1 ml) and ethanol (20 ml) was refluxed for 13.5 hours. Under reduced pressure, the solvent was evaporated, and the residue was dissolved in water. The solution was washed with ethyl acetate. Under reduced pressure, the solvent was evaporated, and the residue was recrystallized from ethanol to give 7-(2-chlorophenyl)-5-gu... Reactants: CC=1C=CC(=NC1)CC1=CC=C(C=C1)O (4-(5-methyl-pyridin-2-ylmethyl)phenol), C1(=CC=CC=C1)C1CCNCC1 (4-phenylpiperidine), C(C)N(C(C)C)C(C)C (ethyldiisopropylamine), ClC(=O)OC(Cl)(Cl)Cl (trichloromethyl chloroformate). The solvent is C(Cl)Cl (CH2Cl2). Reaction conditions: temperature -30 celsius, time 10 minute. The product is CC=1C=CC(=NC1)CC1=CC=C(C=C1)OC(=O)N1CCC(CC1)C1=CC=CC=C1 (4-Phenyl-piperidine-1-carboxylic acid 4-(5-methyl-pyridin-2-ylmethyl)-phenyl ester). Yield: 28.0%. Reaction SMILES: [CH3:1][C:2]1[CH:3]=[CH:4][C:5]([CH2:8][C:9]2[CH:14]=[CH:13][C:12]([OH:15])=[CH:11][CH:10]=2)=[N:6][CH:7]=1.C(N(C(C)C)C(C)C)C.ClC([O:28][C:29](Cl)(Cl)Cl)=O.[C:33]1([CH:39]2[CH2:44][CH2:43][NH:42][CH2:41][CH2:40]2)[CH:38]=[CH:37][CH:36]=[CH:35][CH:34]=1>C(Cl)Cl>[CH3:1][C:2]1[CH:3]=[CH:4][C:5]([CH2:8][C:9]2[CH:10]=[CH:11][C:12]([O:15][C:29]([N:42]3[CH2:43][CH2:44][CH:39]([C:33]4[CH:38]=[CH:37][CH:36]=[CH:35][CH:34]=4)[CH2:40][CH2:41]3)=[O:28])=[CH:13][CH:14]=2)=[N:6][CH:7]=1. Reported procedure: To a solution of 4-(5-methyl-pyridin-2-ylmethyl)phenol (0.8 mmol) prepared as described above and ethyldiisopropylamine (1.5 mmol) in CH2Cl2 (5 mL) at −30° C. was added trichloromethyl chloroformate (1.0 mmol). The solution was stirred at −30° C. for 10 min and at reflux temperature for 2 h. The solution was evaporated to dryness and redissolved in CH2Cl2 (5 mL) and cooled to 0° C. before addition of 4-phenylpiperidine (1.5 mmol). The solution was stirred at room temperature for 16 h evaporated ...